This data is from the Open Reaction Database (ORD), a public repository of structured organic reaction records. The task is: describe an organic reaction: reactants, conditions, products, and yield Reported procedure: 3-Chloroacridinecarboxylic acid. The isatin product from step (a) was refluxed in 300 mL of 10% KOH solution in water for ca. 48 h. The solution was cooled and acidified to pH 2-3 with HCl. The yellow solid was suction filtered after 1 h and then washed with water. The solid was air-dried over night, washed with CH2Cl2 and then air-dried yielding 23.76 g of the acridine acid. 1H NMR (DMSO-d6) 8 7.72-8.30 (m, 7H). The solvent is [OH-].[K+] (KOH), O (water). The product is C1=CC=C2C(=C1)C=C3C=CC=CC3=N2 (acridine acid). The reactants are ClC=1C=C(C2=CC3=CC=CC=C3N=C2C1)C(=O)O (3-Chloroacridinecarboxylic acid), Cl (HCl), N1C(=O)C(=O)C2=CC=CC=C12 (isatin). RXN SMILES: Cl[C:2]1[CH:3]=[C:4](C(O)=O)[C:5]2[C:14]([CH:15]=1)=[N:13][C:12]1[C:7](=[CH:8][CH:9]=[CH:10][CH:11]=1)[CH:6]=2.N1C2C(=CC=CC=2)C(=O)C1=O.Cl>[OH-].[K+].O>[CH:3]1[CH:4]=[C:5]2[CH:6]=[C:7]3[C:12](=[N:13][C:14]2=[CH:15][CH:2]=1)[CH:11]=[CH:10][CH:9]=[CH:8]3 |f:3.4|.